From a dataset of the Open Reaction Database (ORD), a public repository of structured organic reaction records. describe an organic reaction: reactants, conditions, products, and yield Reactants: BrC1=CC=CC(=N1)C1=NC(=CC=C1)C1=C(C(=CC=C1)OC)O (6-bromo-6′-(2-hydroxy-3-methoxyphenyl)-2,2′-bipyridine), OC1=C(C=C(C=C1)C)B(O)O (2-hydroxy-5-methylphenylboronic acid). Yields the product OC1=C(C=CC=C1OC)C1=CC=CC(=N1)C1=NC(=CC=C1)C1=C(C=CC(=C1)C)O (6-(2-Hydroxy-3-methoxyphenyl)-6′-(2-hydroxy-5-methylphenyl)-2,2′-bipyridine). Isolated yield 20.0%. RXN SMILES: Br[C:2]1[N:7]=[C:6]([C:8]2[CH:13]=[CH:12][CH:11]=[C:10]([C:14]3[CH:19]=[CH:18][CH:17]=[C:16]([O:20][CH3:21])[C:15]=3[OH:22])[N:9]=2)[CH:5]=[CH:4][CH:3]=1.[OH:23][C:24]1[CH:29]=[CH:28][C:27]([CH3:30])=[CH:26][C:25]=1B(O)O>>[OH:22][C:15]1[C:16]([O:20][CH3:21])=[CH:17][CH:18]=[CH:19][C:14]=1[C:10]1[N:9]=[C:8]([C:6]2[CH:5]=[CH:4][CH:3]=[C:2]([C:25]3[CH:26]=[C:27]([CH3:30])[CH:28]=[CH:29][C:24]=3[OH:23])[N:7]=2)[CH:13]=[CH:12][CH:11]=1. Procedure details: 6-(2-Hydroxy-3-methoxyphenyl)-6′-(2-hydroxy-5-methylphenyl)-2,2′-bipyridine was prepared from 6-bromo-6′-(2-hydroxy-3-methoxyphenyl)-2,2′-bipyridine and 2-hydroxy-5-methylphenylboronic acid in 20% yield using method F; δH [2H6]-DMSO 13.57,(1H, b), 13.09,(1H, b), 8.33,(2H, t), 8.24,(2H, m), 8.15,(2H, m), 7.95,(1H, s), 7.70,(1H, d), 7.18,(1H, d), 7.10,(1H, d), 6.91,(2H, m), 3.84,)3H, s), 2.35,(3H, s); MS 385 (MH)+; HPLC retention time (system 1) 4.17 minutes. The reactants are C1(CC1)S(=O)(=O)N (cyclopropanesulfonamide), N=1CCCN2C1CCCCC2 (2,3,4,6,7,8,9,10-octahydropyrimido[1,2-a]azepine), C(C)(C)(C)OC(=O)N[C@H]1CCCCCC(C[C@H]2[C@](NC([C@H]3N(C1=O)C[C@@H](C3)OC=3N=C1C=CC=CC1=C1C=CC=CC31)=O)(C2)C(=O)O)(F)F ((2R,6S,13aS,14aR,16aS)-6-(tert-butoxycarbonylamino)-12,12-difluoro-5,16-dioxo-2-(phenanthridin-6-yloxy)octadecahydrocyclopropa[e]pyrrolo [1,2-a][1,4]diazacyclopentadecine-14a-carboxylic acid), C(C)(C)(C)OC(=O)N[C@H]1CCCCCC(C[C@H]2[C@](NC([C@H]3N(C1=O)C[C@@H](C3)OC=3N=C1C=CC=CC1=C1C=CC=CC31)=O)(C2)C(=O)O)(F)F ((2R,6S,13aS,14aR,16aS)-6-(tert-butoxycarbonylamino)-12,12-difluoro-5,16-dioxo-2-(phenanthridin-6-yloxy)octadeca hydrocyclopropa[e]pyrrolo[1,2-a][1,4]diazacyclopentadecine-14a-carboxylic acid). Solvent: ClC(C)Cl (dichloroethane). Reaction conditions: time 2 hour. Yields the product title compound, C1(CC1)S(=O)(=O)NC(=O)[C@]12NC([C@H]3N(C([C@H](CCCCCC(C[C@@H]1C2)(F)F)NC(OC(C)(C)C)=O)=O)C[C@@H](C3)OC=3N=C2C=CC=CC2=C2C=CC=CC32)=O (tert-butyl (2R,6S ,13aS,14aR,16aS)-14a-(cyclopropylsulfonylcarbamoyl)-12,12-difluoro-5,16-dioxo-2-(phenanthridin-6-yloxy)octadecahydrocyclopropa[e]pyrrolo [1,2-a][1,4]diazacyclopentadecin-6-ylcarbamate). Isolated yield 78.8%. RXN SMILES: [C:1]([O:5][C:6]([NH:8][C@@H:9]1[C:23](=[O:24])[N:22]2[CH2:25][C@H:26]([O:28][C:29]3[N:30]=[C:31]4[C:36](=[C:37]5[C:42]=3[CH:41]=[CH:40][CH:39]=[CH:38]5)[CH:35]=[CH:34][CH:33]=[CH:32]4)[CH2:27][C@H:21]2[C:20](=[O:43])[NH:19][C@:18]2([C:45](O)=[O:46])[CH2:44][C@H:17]2[CH2:16][C:15]([F:49])([F:48])[CH2:14][CH2:13][CH2:12][CH2:11][CH2:10]1)=[O:7])([CH3:4])([CH3:3])[CH3:2].[CH:50]1([S:53]([NH2:56])(=[O:55])=[O:54])[CH2:52][CH2:51]1.N1CCCN2CCCCCC=12>ClC(Cl)C>[CH:50]1([S:53]([NH:56][C:45]([C@@:18]23[CH2:44][C@H:17]2[CH2:16][C:15]([F:49])([F:48])[CH2:14][CH2:13][CH2:12][CH2:11][CH2:10][C@H:9]([NH:8][C:6](=[O:7])[O:5][C:1]([CH3:4])([CH3:3])[CH3:2])[C:23](=[O:24])[N:22]2[CH2:25][C@H:26]([O:28][C:29]4[N:30]=[C:31]5[C:36](=[C:37]6[C:42]=4[CH:41]=[CH:40][CH:39]=[CH:38]6)[CH:35]=[CH:34][CH:33]=[CH:32]5)[CH2:27][C@H:21]2[C:20](=[O:43])[NH:19]3)=[O:46])(=[O:55])=[O:54])[CH2:52][CH2:51]1. Procedure details: A solution of (2R,6S,13aS,14aR,16aS)-6-(tert-butoxycarbonylamino)-12,12-difluoro-5,16-dioxo-2-(phenanthridin-6-yloxy)octadecahydrocyclopropa[e]pyrrolo [1,2-a][1,4]diazacyclopentadecine-14a-carboxylic acid (215 mg, 0.316 mmol) and di(1H-imidazol-1-yl)methanone (Example 19d, 114 mg, 0.701 mmol) in dichloroethane (2 mL) was stirred for 2 h at room temperature. To this mixture was added cyclopropanesulfonamide (115 mg, 0.948 mmol) and 2,3,4,6,7,8,9,10-octahydropyrimido[1,2-a]azepine (0.143 mL, 0.948...